This data is from the Open Reaction Database (ORD), a public repository of structured organic reaction records. The task is: describe an organic reaction: reactants, conditions, products, and yield The reactants are CC(NCCC=O)=O, CC1=CN=C(C=C1)N, [C-]#[N+]C1CCCCC1. The reagents and catalysts are O=C(O)C(F)(F)F (trifluoroacetic acid). Run in CC(C)O (isopropyl alcohol), CC(C)O (isopropylalcohol). Reaction conditions: temperature 22 celsius, time 20 hour. Product: CC(NCCc1c(NC2CCCCC2)n2cc(C)ccc2n1)=O. Isolated yield 0.0%. RXN SMILES: CC1=CC=C(N)N=C1.[C-]#[N+]C1CCCCC1.CC(=O)NCCC=O>>CC(=O)NCCC1=C(NC2CCCCC2)N2C=C(C)C=CC2=N1. Starting materials: FC1=C(CN(C2=C(C(=CC=C2)[N+](=O)[O-])C)CC2=CC=C(C=C2)O)C=CC(=C1)F (N-(2,4-difluorobenzyl)-N-(4-hydroxybenzyl)-2-methyl-3-nitroaniline), ICCC (1-iodopropane). Yields the product FC1=C(CN(C2=C(C(=CC=C2)[N+](=O)[O-])C)CC2=CC=C(C=C2)OCCC)C=CC(=C1)F (N-(2,4-difluorobenzyl)-2-methyl-3-nitro-N-(4-propoxybenzyl)aniline). Reaction SMILES: [F:1][C:2]1[CH:27]=[C:26]([F:28])[CH:25]=[CH:24][C:3]=1[CH2:4][N:5]([CH2:16][C:17]1[CH:22]=[CH:21][C:20]([OH:23])=[CH:19][CH:18]=1)[C:6]1[CH:11]=[CH:10][CH:9]=[C:8]([N+:12]([O-:14])=[O:13])[C:7]=1[CH3:15].I[CH2:30][CH2:31][CH3:32]>>[F:1][C:2]1[CH:27]=[C:26]([F:28])[CH:25]=[CH:24][C:3]=1[CH2:4][N:5]([CH2:16][C:17]1[CH:22]=[CH:21][C:20]([O:23][CH2:30][CH2:31][CH3:32])=[CH:19][CH:18]=1)[C:6]1[CH:11]=[CH:10][CH:9]=[C:8]([N+:12]([O-:14])=[O:13])[C:7]=1[CH3:15]. Procedure details: The product from Example 33A and 1-iodopropane were processed as described in Example 33B to provide the title compound. Reactants: [Na] (sodium), C(CC(=O)N)(=O)N (malonamide), C(C)(=O)O (acetic acid), C(C)OC(CNC(C1=CC=CS1)=O)=O (N-(2-thenoyl)glycine ethyl ester). The solvent is C(C)O (ethanol), O (water). Run at temperature 60 celsius. The product is C1(=CC=CS1)C(=O)NCC1=NC(=CC(=N1)O)O (2-[N-(2-thenoyl)aminomethyl]-4,6-dihydroxypyrimidine). The yield is 29.9%. Reaction SMILES: [Na].[C:2]([NH2:8])(=[O:7])[CH2:3][C:4]([NH2:6])=[O:5].C(O[C:12](=O)[CH2:13][NH:14][C:15](=[O:21])[C:16]1[S:20][CH:19]=[CH:18][CH:17]=1)C.C(O)(=O)C>C(O)C.O>[C:16]1([C:15]([NH:14][CH2:13][C:12]2[N:6]=[C:4]([OH:5])[CH:3]=[C:2]([OH:7])[N:8]=2)=[O:21])[S:20][CH:19]=[CH:18][CH:17]=1 |^1:0|. Reported procedure: To a solution of sodium (1.4 g) in ethanol (120 ml) was added malonamide (3.8 g) and the mixture was heated at 60° C. for an hour under stirring. Then after added N-(2-thenoyl)glycine ethyl ester (8 g), the mixture was refluxed for 6 hours. The mixture was concentrated to give the residue which was diluted with water. The aqueous mixture was neutralized by adding acetic acid to deposit a crystalline product which was collected by filtration and recrystallized from dimethylformamide (DMF) to give... Reaction SMILES: [CH2:1]([CH3:2])[O:3][C:4](=[O:5])[CH:6]1[CH:7]([c:9]2[cH:10][cH:11][c:12](-[c:15]3[cH:16][c:17](-[c:21]4[cH:22][c:23]([C:31]([CH3:32])([CH3:33])[S:34](=[O:35])(=[O:36])[CH3:37])[cH:24][c:25]5[cH:26][cH:27][cH:28][n:29][c:30]45)[cH:18][cH:19][cH:20]3)[cH:13][cH:14]2)[CH2:8]1.[Li+:39].[OH-:38]>>[O:3]=[C:4]([OH:5])[CH:6]1[CH:7]([c:9]2[cH:10][cH:11][c:12](-[c:15]3[cH:16][c:17](-[c:21]4[cH:22][c:23]([C:31]([CH3:32])([CH3:33])[S:34](=[O:35])(=[O:36])[CH3:37])[cH:24][c:25]5[cH:26][cH:27][cH:28][n:29][c:30]45)[cH:18][cH:19][cH:20]3)[cH:13][cH:14]2)[CH2:8]1. The reactants are CCOC(=O)C1CC1c1ccc(-c2cccc(-c3cc(C(C)(C)S(C)(=O)=O)cc4cccnc34)c2)cc1, [Li+], [OH-]. The product is CC(C)(c1cc(-c2cccc(-c3ccc(C4CC4C(=O)O)cc3)c2)c2ncccc2c1)S(C)(=O)=O. Yield: 96.2%. The product is C(C1=CC=CC=C1)OC=1C=C2C(=C(N(C(C2=CC1)=O)CC(C)C)CN1C(C2=CC=CC=C2C1=O)=O)C1=CC=C(C=C1)Cl (2-[[6-benzyloxy-4-(4-chlorophenyl)-2-isobutyl-1-oxo-1,2-dihydro-3-isoquinolinyl]methyl]-1H-isoindole-1,3(2H)-dione). Reactants: C(C1=CC=CC=C1)OC=1C=C2C(=C(N(C(C2=CC1)=O)CC(C)C)CCl)C1=CC=C(C=C1)Cl (6-benzyloxy-3-chloromethyl-4-(4-chlorophenyl)-2-isobutyl-1(2H)-isoquinolinone), C1(C=2C(C(N1)=O)=CC=CC2)=O.[K] (potassium phthalimide), O (water). The solvent is CN(C=O)C (N,N-dimethylformamide). Procedure: A solution of 6-benzyloxy-3-chloromethyl-4-(4-chlorophenyl)-2-isobutyl-1(2H)-isoquinolinone (3.96 g, 8.5 mmol) and potassium phthalimide (2.37 g, 12.8 mmol) in N,N-dimethylformamide (40 ml) was stirred at room temperature for 6 h. The reaction mixture was poured into water and extracted with ethyl acetate. After washing the extract with water, the extract was dried over anhydrous magnesium sulfate and concentrated under reduced pressure. The residue was purified by silica gel column chromatograp... RXN SMILES: [CH2:1]([O:8][C:9]1[CH:10]=[C:11]2[C:16](=[CH:17][CH:18]=1)[C:15](=[O:19])[N:14]([CH2:20][CH:21]([CH3:23])[CH3:22])[C:13]([CH2:24]Cl)=[C:12]2[C:26]1[CH:31]=[CH:30][C:29]([Cl:32])=[CH:28][CH:27]=1)[C:2]1[CH:7]=[CH:6][CH:5]=[CH:4][CH:3]=1.[C:33]1(=[O:43])[NH:37][C:36](=[O:38])[C:35]2=[CH:39][CH:40]=[CH:41][CH:42]=[C:34]12.[K].O>CN(C)C=O>[CH2:1]([O:8][C:9]1[CH:10]=[C:11]2[C:16](=[CH:17][CH:18]=1)[C:15](=[O:19])[N:14]([CH2:20][CH:21]([CH3:22])[CH3:23])[C:13]([CH2:24][N:37]1[C:33](=[O:43])[C:34]3[C:35](=[CH:39][CH:40]=[CH:41][CH:42]=3)[C:36]1=[O:38])=[C:12]2[C:26]1[CH:31]=[CH:30][C:29]([Cl:32])=[CH:28][CH:27]=1)[C:2]1[CH:3]=[CH:4][CH:5]=[CH:6][CH:7]=1 |f:1.2,^1:43|.